From a dataset of the Open Reaction Database (ORD), a public repository of structured organic reaction records. describe an organic reaction: reactants, conditions, products, and yield Starting materials: CC1=NOC(=C1)C=C1C(N(C(S1)=S)CC(=O)O)=O (5-(3-methyl-5-isoxazolylmethylene)rhodanine-3-acetic acid), C(O)([O-])=O.[Na+] (sodium hydrogencarbonate). The reagents and catalysts are [Pd] (palladium charcoal). The solvent is O (water). The product is CC1=NOC(=C1)CC1C(N(C(S1)=S)CC(=O)O)=O (5-(3-methyl-5-isoxazolylmethyl)rhodanine- 3-acetic acid), Compound. The yield is 29.8%. RXN SMILES: [CH3:1][C:2]1[CH:6]=[C:5]([CH:7]=[C:8]2[S:12][C:11](=[S:13])[N:10]([CH2:14][C:15]([OH:17])=[O:16])[C:9]2=[O:18])[O:4][N:3]=1.C(=O)([O-])O.[Na+]>O.[Pd]>[CH3:1][C:2]1[CH:6]=[C:5]([CH2:7][CH:8]2[S:12][C:11](=[S:13])[N:10]([CH2:14][C:15]([OH:17])=[O:16])[C:9]2=[O:18])[O:4][N:3]=1 |f:1.2|. Reported procedure: In 100 ml of water were dissolved 2.0 g of 5-(3-methyl-5-isoxazolylmethylene)rhodanine-3-acetic acid and 1.0 g of sodium hydrogencarbonate. To the solution was added 1.0 g of 10% palladium charcoal and the mixture was subjected to a reduction at room temperature and under a hydrogen pressure of 3 atm. After completion of the reaction, the catalyst was removed by filtration. To the filtrate was added dilute hydrochloric acid to adjust the pH to 1. The precipitate was separated by filtration and r... The reactants are N1(CCCCC1)C1CCNCC1 (4-piperidinopiperidine), C[Si](C)(C)Cl (trimethylsilyl chloride), C(=O)=O (carbon dioxide), 1-chlorocarbonyl-4-peridinopiperidine hydrochloride, 4-piperidinopiperidinyl trimethylsilyl carbamate, 4-piperidinopiperidinyl trimethylsilyl, S(=O)(Cl)Cl (thionyl chloride). Run in C(Cl)Cl (methylene chloride), C(Cl)Cl (methylene chloride). Reaction conditions: temperature 0 celsius, time 2 hour. The product is ClC(=O)N1CCC(CC1)N1CCCCC1 (1-chlorocarbonyl-4-piperidinopiperidine). The yield is 49.6%. As a reaction SMILES: C[Si](Cl)(C)C.[N:6]1([CH:12]2[CH2:17][CH2:16][NH:15][CH2:14][CH2:13]2)[CH2:11][CH2:10][CH2:9][CH2:8][CH2:7]1.[C:18](=[O:20])=O.S(Cl)([Cl:23])=O>C(Cl)Cl>[Cl:23][C:18]([N:15]1[CH2:16][CH2:17][CH:12]([N:6]2[CH2:11][CH2:10][CH2:9][CH2:8][CH2:7]2)[CH2:13][CH2:14]1)=[O:20]. Procedure: In 300 ml of methylene chloride, 20 ml (158 mmol) of trimethylsilyl chloride were dissolved. While the resulting solution was stirred under ice cooling in a nitrogen atmosphere, a solution of 22 g (131 mmol) of 4-piperidinopiperidine (1-1) dissolved in 100 ml of methylene chloride was gradually added dropwise over one hour. The resulting mixture was stirred at room temperature for one hour, whereby a solution containing 4-piperidinopiperidinyl trimethylsilyl (1-2) was obtained. While stirring th... Run at time 7 minute. Run in C(C)#N (acetonitrile), O (water), CCOC(=O)C.CCCCCC (EtOAc n-hexane). Product: C1=CC=C(C=C1)[C@H]2[C@@H](O2)C3=CC=CC=C3 (trans-stilbene epoxide). Reaction SMILES: [C:1]1(/[CH:7]=[CH:8]/[C:9]2[CH:14]=[CH:13][CH:12]=[CH:11][CH:10]=2)[CH:6]=[CH:5][CH:4]=[CH:3][CH:2]=1.C(N(CC([O-])=O)CC(O)=O)CN(CC([O-])=O)CC(O)=[O:20].[Na+].[Na+].C(=O)(O)[O-].[Na+].OOS([O-])=O.[K+]>CCOC(C)=O.CCCCCC.O.C(#N)C>[CH:4]1[CH:5]=[CH:6][C:1]([C@@H:7]2[O:20][C@H:8]2[C:9]2[CH:10]=[CH:11][CH:12]=[CH:13][CH:14]=2)=[CH:2][CH:3]=1 |f:1.2.3,4.5,6.7,8.9|. Yield: 99.0%. Procedure details: To an acetonitrile solution (1.5 mL) of trans-stilbene (18 mg. 0.1 mmol) and ketone 4 (29.6 mg, 0.1 mmol) at room temperature was added an aqueous Na2EDTA solution (1 mL, 4×10-4M). To this homogenous solution was added in portions a mixture of sodium bicarbonate (1.55 mmol) and Oxone® (1 mmol). The reaction was finished in 7 min as shown by TLC. The reaction mixture was poured into water (20 mL), extracted with CH2Cl2 (3×20 mL) and dried with Na2SO4. After removal of the solvent under reduced pr... The reactants are C1(=CC=CC=C1)\C=C\C1=CC=CC=C1 (trans-stilbene), ketone, C(CN(CC(=O)O)CC(=O)[O-])N(CC(=O)O)CC(=O)[O-].[Na+].[Na+] (Na2EDTA), C([O-])(O)=O.[Na+] (sodium bicarbonate), OOS(=O)[O-].[K+] (Oxone). Reactants: CS(=O)(=O)OCC1=CC2=C(C=N1)N=CN2C=2SC(=C(C2)O[C@H](C)C2=C(C=CC=C2)C(F)(F)F)C(N)=O ([1-(5-carbamoyl-4-{(1R)-1-[2-(trifluoromethyl)phenyl]ethoxy}-2-thienyl)-1H-imidazo[4,5-c]pyridin-6-yl]methyl methanesulfonate), C1(=CC=CC=C1)C(C)N1CCNCC1 (1-(1-phenylethyl)piperazine). Run in ClCCl (dichloromethane). The product is C1(=CC=CC=C1)C(C)N1CCN(CC1)CC1=CC2=C(C=N1)N=CN2C2=CC(=C(S2)C(=O)N)O[C@H](C)C2=C(C=CC=C2)C(F)(F)F (5-(6-{[4-(1-phenylethyl)piperazin-1-yl]methyl}-1H-imidazo[4,5-c]pyridin-1-yl)-3-{(1R)-1-[2-(trifluoromethyl)phenyl]ethoxy}thiophene-2-carboxamide). As a reaction SMILES: CS(O[CH2:6][C:7]1[N:12]=[CH:11][C:10]2[N:13]=[CH:14][N:15]([C:16]3[S:17][C:18]([C:34](=[O:36])[NH2:35])=[C:19]([O:21][C@@H:22]([C:24]4[CH:29]=[CH:28][CH:27]=[CH:26][C:25]=4[C:30]([F:33])([F:32])[F:31])[CH3:23])[CH:20]=3)[C:9]=2[CH:8]=1)(=O)=O.[C:37]1([CH:43]([N:45]2[CH2:50][CH2:49][NH:48][CH2:47][CH2:46]2)[CH3:44])[CH:42]=[CH:41][CH:40]=[CH:39][CH:38]=1>ClCCl>[C:37]1([CH:43]([N:45]2[CH2:46][CH2:47][N:48]([CH2:6][C:7]3[N:12]=[CH:11][C:10]4[N:13]=[CH:14][N:15]([C:16]5[S:17][C:18]([C:34]([NH2:35])=[O:36])=[C:19]([O:21][C@@H:22]([C:24]6[CH:29]=[CH:28][CH:27]=[CH:26][C:25]=6[C:30]([F:31])([F:32])[F:33])[CH3:23])[CH:20]=5)[C:9]=4[CH:8]=3)[CH2:49][CH2:50]2)[CH3:44])[CH:42]=[CH:41][CH:40]=[CH:39][CH:38]=1. Procedure: In a similar manner as described for example 58, 108 mg of [1-(5-carbamoyl-4-{(1R)-1-[2-(trifluoromethyl)phenyl]ethoxy}-2-thienyl)-1H-imidazo[4,5-c]pyridin-6-yl]methyl methanesulfonate and 190.3 mg of 1-(1-phenylethyl)piperazine in 2.5 ml dichloromethane give the title compound. RXN SMILES: [CH2:1]([CH3:2])[O:3][C:4]([CH:5]([CH2:6][c:7]1[cH:8][cH:9][c:10]([Br:13])[cH:11][cH:12]1)[c:14]1[cH:15][c:16]([N:22]([CH2:23][CH:24]([CH3:25])[CH3:26])[C:27]([C:28]([CH3:29])([CH3:30])[CH3:31])=[O:32])[c:17]([O:20][CH3:21])[cH:18][cH:19]1)=[O:33].[CH3:36][OH:37].[Na+:35].[O:38]1[CH2:39][CH2:40][CH2:41][CH2:42]1.[OH-:34]>>[O:3]=[C:4]([CH:5]([CH2:6][c:7]1[cH:8][cH:9][c:10]([Br:13])[cH:11][cH:12]1)[c:14]1[cH:15][c:16]([N:22]([CH2:23][CH:24]([CH3:25])[CH3:26])[C:27]([C:28]([CH3:29])([CH3:30])[CH3:31])=[O:32])[c:17]([O:20][CH3:21])[cH:18][cH:19]1)[OH:33]. The product is COc1ccc(C(Cc2ccc(Br)cc2)C(=O)O)cc1N(CC(C)C)C(=O)C(C)(C)C. The reactants are CCOC(=O)C(Cc1ccc(Br)cc1)c1ccc(OC)c(N(CC(C)C)C(=O)C(C)(C)C)c1, CO, [Na+], C1CCOC1, [OH-].